From a dataset of the Open Reaction Database (ORD), a public repository of structured organic reaction records. describe an organic reaction: reactants, conditions, products, and yield Reactants: O=C(O)C(Br)Cc1ccccc1, CCN=C=NCCCN(C)C, CN1CCOCC1, ClCCl, Cl, Cl, CCOC(=O)C(N)C(=O)OCC, C1CCOC1, O, On1nnc2ccccc21. Yields the product CCOC(=O)C(NC(=O)C(Br)Cc1ccccc1)C(=O)OCC. Reaction SMILES: [Br:1][CH:2]([C:3](=[O:4])[OH:5])[CH2:6][c:7]1[cH:8][cH:9][cH:10][cH:11][cH:12]1.[CH2:34]([N:35]=[C:36]=[N:37][CH2:38][CH2:39][CH2:40][N:41]([CH3:42])[CH3:43])[CH3:44].[CH3:26][N:27]1[CH2:28][CH2:29][O:30][CH2:31][CH2:32]1.[Cl:56][CH2:57][Cl:58].[ClH:13].[ClH:33].[NH2:14][CH:15]([C:16](=[O:17])[O:18][CH2:19][CH3:20])[C:21](=[O:22])[O:23][CH2:24][CH3:25].[O:59]1[CH2:60][CH2:61][CH2:62][CH2:63]1.[OH2:45].[OH:46][n:47]1[c:48]2[cH:49][cH:50][cH:51][cH:52][c:53]2[n:54][n:55]1>>[Br:1][CH:2]([C:3](=[O:5])[NH:14][CH:15]([C:16](=[O:17])[O:18][CH2:19][CH3:20])[C:21](=[O:22])[O:23][CH2:24][CH3:25])[CH2:6][c:7]1[cH:8][cH:9][cH:10][cH:11][cH:12]1. Isolated yield 94.0%. Run at time 3 hour. Product: ClC=1N=C(C2=C(N1)C(=CS2)C)NCC(C)(C)C (2-Chloro-7-methyl-4-neopentylaminothieno[3,2-d]pyrimidine). RXN SMILES: [Cl:1][C:2]1[N:3]=[C:4](Cl)[C:5]2[S:10][CH:9]=[C:8]([CH3:11])[C:6]=2[N:7]=1.[CH2:13]([NH2:18])[C:14]([CH3:17])([CH3:16])[CH3:15].O>CN(C=O)C>[Cl:1][C:2]1[N:3]=[C:4]([NH:18][CH2:13][C:14]([CH3:17])([CH3:16])[CH3:15])[C:5]2[S:10][CH:9]=[C:8]([CH3:11])[C:6]=2[N:7]=1. The solvent is CN(C)C=O (DMF). Reactants: ClC=1N=C(C2=C(N1)C(=CS2)C)Cl (2,4-dichloro-7-methylthieno[3,2-d]pyrimidine), C(C(C)(C)C)N (neopentylamine), O (Water). Procedure: In 3 ml of DMF was dissolved 300 mg (1.4 mmol) of 2,4-dichloro-7-methylthieno[3,2-d]pyrimidine, and after 179 mg (2.1 mmol) of neopentylamine was added to the resulting solution, the mixture was stirred for 3 hours. Water was added to the reaction mixture, and crystals thus precipitated were filtered to give 355 mg (yield: 96.1%) of the title compound. Reactants: BrC=1C=C(C(=NC1)I)O (5-bromo-2-iodopyridin-3-ol), CN(C)C=O (DMF), [H-].[Na+] (NaH), CI (MeI). The solvent is [NH4+].[Cl-] (NH4Cl), O (water), CCOC(=O)C (EtOAc). Run at temperature 0 celsius. Product: BrC=1C=C(C(=NC1)I)OC (5-bromo-2-iodo-3-methoxypyridine). Isolated yield 78.3%. As a reaction SMILES: [Br:1][C:2]1[CH:3]=[C:4]([OH:9])[C:5]([I:8])=[N:6][CH:7]=1.[CH3:10]N(C=O)C.[H-].[Na+].CI>[NH4+].[Cl-].O.CCOC(C)=O>[Br:1][C:2]1[CH:3]=[C:4]([O:9][CH3:10])[C:5]([I:8])=[N:6][CH:7]=1 |f:2.3,5.6|. Procedure details: To a stirred solution of 5-bromo-2-iodopyridin-3-ol (2.17 g, 7.2 mmol) in DMF (10.00 mL, 129 mmol) was added NaH (0.32 g, 8.0 mmol) at 0° C. The resulting mixture was stirred at 0° C. and MeI was added at 0° C. The resulting mixture was stirred at room temperature for 2 hours. The reaction mixture was diluted with NH4Cl(aq) and water (10 mL each) at 0° C., and diluted with EtOAc (15 mL). The separated aqueous layer was extracted with EtOAc (2×15 mL) and the combined organic layers were washed wi...